Dataset: the Open Reaction Database (ORD), a public repository of structured organic reaction records. Task: describe an organic reaction: reactants, conditions, products, and yield Starting materials: [OH-].[K+] (potassium hydroxide), ClC1=C(C(=O)O)C=CC(=N1)C (2-chloro-6-methyl-nicotinic acid), O (water), [Mn](=O)(=O)(=O)[O-].[K+] (Potassium permanganate). Product: ClC1=NC(=CC=C1C(=O)O)C(=O)O (2-Chloro-pyridine-3,6-dicarboxylic acid). RXN SMILES: [Cl:1][C:2]1[N:10]=[C:9]([CH3:11])[CH:8]=[CH:7][C:3]=1[C:4]([OH:6])=[O:5].[OH-:12].[K+].[Mn]([O-])(=O)(=O)=O.[K+].[OH2:20]>>[Cl:1][C:2]1[C:3]([C:4]([OH:6])=[O:5])=[CH:7][CH:8]=[C:9]([C:11]([OH:20])=[O:12])[N:10]=1 |f:1.2,3.4|. Reported procedure: To a mixture of compound 2-chloro-6-methyl-nicotinic acid (25 gram, 0.146 mol) and water (1.5 L) in a 3 liter flask equipped with a mechanic stirrer and a heating mantle, potassium hydroxide (28 g, 0.5 mol) was added, the mixture turned to be a clear solution. Potassium permanganate (70 g, 0.44 mol) was added in ten batches during 36 hrs, the temperature of the reaction mixture was kept in the range of 85-95° C. during the reaction process. Starting materials: O=C([O-])[O-], CC(C)(C)CCO, CC#N, O=c1c2cc(-c3cncnc3)ccc2oc2ccnc(Cl)c12, [Cs+], [Cs+]. Yields the product CC(C)(C)CCOc1nccc2oc3ccc(-c4cncnc4)cc3c(=O)c12. As a reaction SMILES: [C:30](=[O:31])([O-:32])[O-:33].[CH3:23][C:24]([CH2:25][CH2:26][OH:27])([CH3:28])[CH3:29].[CH3:36][C:37]#[N:38].[Cl:1][c:2]1[n:3][cH:4][cH:5][c:6]2[c:7]1[c:8](=[O:22])[c:9]1[cH:10][c:11](-[c:16]3[cH:17][n:18][cH:19][n:20][cH:21]3)[cH:12][cH:13][c:14]1[o:15]2.[Cs+:34].[Cs+:35]>>[c:2]1([O:27][CH2:26][CH2:25][C:24]([CH3:23])([CH3:28])[CH3:29])[n:3][cH:4][cH:5][c:6]2[c:7]1[c:8](=[O:22])[c:9]1[cH:10][c:11](-[c:16]3[cH:17][n:18][cH:19][n:20][cH:21]3)[cH:12][cH:13][c:14]1[o:15]2. Starting materials: ClC=1C=C(C=C(C1)F)C1=CC(=NN1C1=NC(=CC=C1)Cl)C(=O)O (5-(3-Chloro-5-fluorophenyl)-1-(6-chloropyridin-2-yl)-1H-pyrazole-3-carboxylic acid), ClC=1C=C(C=C(C1)F)C1=CC(=NN1C1=NC=CC=C1)C(=O)N1CNC(C1)=O (1-{[5-(3-Chloro-5-fluorophenyl)-1-(pyridin-2-yl)-1H-pyrazol-3-yl]carbonyl}imidazolidin-4-one), Cl.N1C(NC=C1)=O (4-imidazolinone-hydrochloride). The product is ClC=1C=C(C=C(C1)F)C1=CC(=NN1C1=NC(=CC=C1)Cl)C(=O)N1CNC(C1)=O (1-{[5-(3-Chloro-5-fluorophenyl)-1-(6-chloropyridin-2-yl)-1H-pyrazol-3-yl]carbonyl}imidazolidin-4-one). As a reaction SMILES: [Cl:1][C:2]1[CH:3]=[C:4]([C:9]2[N:13]([C:14]3[CH:19]=[CH:18][CH:17]=[C:16]([Cl:20])[N:15]=3)[N:12]=[C:11]([C:21](O)=[O:22])[CH:10]=2)[CH:5]=[C:6]([F:8])[CH:7]=1.ClC1C=C(C2N(C3C=CC=CN=3)N=C(C([N:45]3[CH2:49][C:48](=[O:50])[NH:47][CH2:46]3)=O)C=2)C=C(F)C=1.Cl.N1C=CNC1=O>>[Cl:1][C:2]1[CH:3]=[C:4]([C:9]2[N:13]([C:14]3[CH:19]=[CH:18][CH:17]=[C:16]([Cl:20])[N:15]=3)[N:12]=[C:11]([C:21]([N:45]3[CH2:49][C:48](=[O:50])[NH:47][CH2:46]3)=[O:22])[CH:10]=2)[CH:5]=[C:6]([F:8])[CH:7]=1 |f:2.3|. Procedure: 75 mg (0.21 mmol) of the compound of Example 21A is reacted analogously to the synthesis of the compound of Example 1 with 29 mg (0.23 mmol) of 4-imidazolinone-hydrochloride. 44 mg (49% of theory) of the title compound is obtained. Reactants: CI, CN(C)C=O, CN(C)CCNC(=O)c1cc(=O)c2c(Cl)cc(Cl)cc2[nH]1, Cl, Cl. Product: C[N+](C)(C)CCNC(=O)c1cc(=O)c2c(Cl)cc(Cl)cc2[nH]1, [I-]. As a reaction SMILES: [CH3:24][I:25].[CH3:26][N:27]([CH3:28])[CH:29]=[O:30].[Cl:3][c:4]1[c:5]2[c:6](=[O:23])[cH:7][c:8]([C:15]([NH:16][CH2:17][CH2:18][N:19]([CH3:20])[CH3:21])=[O:22])[nH:9][c:10]2[cH:11][c:12]([Cl:14])[cH:13]1.[ClH:1].[ClH:2]>>[Cl:3][c:4]1[c:5]2[c:6](=[O:23])[cH:7][c:8]([C:15]([NH:16][CH2:17][CH2:18][N+:19]([CH3:20])([CH3:21])[CH3:24])=[O:22])[nH:9][c:10]2[cH:11][c:12]([Cl:14])[cH:13]1.[I-:25]. Reactants: ClC1=[N+](C(=CC=C1)Cl)[O-] (2,6-dichloropyridine N-oxide), C1(=CC=CC=C1)S (thiophenol), [OH-].[Na+] (sodium hydroxide). The solvent is CS(=O)C (DMSO). The product is ClC1=[N+](C(=CC=C1)C=1SC=CC1)[O-] (2-chloro-6-thiophenylpyridine N-oxide). Reaction SMILES: Cl[C:2]1[CH:7]=[CH:6][CH:5]=[C:4]([Cl:8])[N+:3]=1[O-:9].[C:10]1([SH:16])[CH:15]=[CH:14][CH:13]=CC=1.[OH-].[Na+]>CS(C)=O>[Cl:8][C:4]1[CH:5]=[CH:6][CH:7]=[C:2]([C:13]2[S:16][CH:10]=[CH:15][CH:14]=2)[N+:3]=1[O-:9] |f:2.3|. Procedure: The 1.64 g (0.010 moles) of 2,6-dichloropyridine N-oxide and 1.11 g (99%) (0.010 moles) of thiophenol was reacted with 0.400 g (0.010 moles) of ground sodium hydroxide of 16.4 ml of DMSO at 80° C. for 5 hours to give 2-chloro-6-thiophenylpyridine N-oxide. It was reacted with 1.20 g (0.030 moles) of ground sodium hydroxide at 80° C. for 2.5 hours to give 1-hydroxy-6-thiophenylpyridine-2-(1H)-one. After cooling, it was added 148 ml of water and was adjusted with 6N HCl to pH 3. The precipitate was... Yields the product C(C)OC(CN1N=CC=2[C@@H](CCCC12)N(C)S(=O)(=O)C=1C=NC(=C(C1)C(C)C)OC1=CC=C(C=C1)Cl)=O (((R)-4-{[6-(4-chloro-phenoxy)-5-isopropyl-pyridine-3-sulfonyl]-methyl-amino}-4,5,6,7-tetrahydro-indazol-1-yl)-acetic acid ethyl ester). Yield: 53.2%. Starting materials: C(C)OC(CN1N=CC=2[C@@H](CCCC12)N(C)S(=O)(=O)C=1C=NC(=C(C1)C(=C)C)OC1=CC=C(C=C1)Cl)=O (((R)-4-{[6-(4-chloro-phenoxy)-5-isopropenyl-pyridine-3-sulfonyl]-methyl-amino}-4,5,6,7-tetrahydro-indazol-1-yl)-acetic acid ethyl ester). Reagents/catalysts: [Pd] (palladium on carbon). RXN SMILES: [CH2:1]([O:3][C:4](=[O:37])[CH2:5][N:6]1[C:14]2[CH2:13][CH2:12][CH2:11][C@@H:10]([N:15]([S:17]([C:20]3[CH:21]=[N:22][C:23]([O:29][C:30]4[CH:35]=[CH:34][C:33]([Cl:36])=[CH:32][CH:31]=4)=[C:24]([C:26]([CH3:28])=[CH2:27])[CH:25]=3)(=[O:19])=[O:18])[CH3:16])[C:9]=2[CH:8]=[N:7]1)[CH3:2]>CO.[Pd]>[CH2:1]([O:3][C:4](=[O:37])[CH2:5][N:6]1[C:14]2[CH2:13][CH2:12][CH2:11][C@@H:10]([N:15]([S:17]([C:20]3[CH:21]=[N:22][C:23]([O:29][C:30]4[CH:31]=[CH:32][C:33]([Cl:36])=[CH:34][CH:35]=4)=[C:24]([CH:26]([CH3:28])[CH3:27])[CH:25]=3)(=[O:18])=[O:19])[CH3:16])[C:9]=2[CH:8]=[N:7]1)[CH3:2]. The solvent is CO (methanol). Reported procedure: A solution of ((R)-4-{[6-(4-chloro-phenoxy)-5-isopropenyl-pyridine-3-sulfonyl]-methyl-amino}-4,5,6,7-tetrahydro-indazol-1-yl)-acetic acid ethyl ester (42 mg, 0.077 mmol) in methanol was hydrogenated over 10% palladium on carbon (6 mg) under atmospheric pressure for 2.5 hours at room temperature. The reaction mixture was filtered through a glass funnel and the filtrate was purified by preparative HPLC to afford ((R)-4-{[6-(4-chloro-phenoxy)-5-isopropyl-pyridine-3-sulfonyl]-methyl-amino}-4,5,6,7-t... Starting materials: N1=C(C=CC2=CC=CC=C12)COC=1C=C(N)C=CC1 (3-(2-quinolinylmethyloxy)aniline), C(#N)C=1C=C(C(=O)O)C=CC1 (3-cyanobenzoic acid), N1N=NN=C1 (tetrazole). The product is N1=C(C=CC2=CC=CC=C12)COC=1C=C(NC(=O)C=2C=C(C=CC2)C2=NN=NN2)C=CC1 (5-(3-(3-(2-Quinolinylmethyloxy)Anilinocarbonyl)Phenyl)Tetrazole). Reaction SMILES: [N:1]1[C:10]2[C:5](=[CH:6][CH:7]=[CH:8][CH:9]=2)[CH:4]=[CH:3][C:2]=1[CH2:11][O:12][C:13]1[CH:14]=[C:15]([CH:17]=[CH:18][CH:19]=1)[NH2:16].[C:20]([C:22]1[CH:23]=[C:24]([CH:28]=[CH:29][CH:30]=1)[C:25]([OH:27])=O)#[N:21].[NH:31]1C=N[N:33]=[N:32]1>>[N:1]1[C:10]2[C:5](=[CH:6][CH:7]=[CH:8][CH:9]=2)[CH:4]=[CH:3][C:2]=1[CH2:11][O:12][C:13]1[CH:14]=[C:15]([CH:17]=[CH:18][CH:19]=1)[NH:16][C:25]([C:24]1[CH:23]=[C:22]([C:20]2[NH:21][N:33]=[N:32][N:31]=2)[CH:30]=[CH:29][CH:28]=1)=[O:27]. Reported procedure: When the procedure of Example 64 is followed and 3-(2-quinolinylmethyloxy)aniline is used in place of 3-amino-benzonitrile and 3-cyanobenzoic acid is used in place of 3-(2-quinolinylmethyloxy) benzoic acid, then the product prepared is 5-(3-(2-quinolinylmethyloxy)anilinocarbonyl)phenyl)tetrazole. The product is C=CC(=O)Nc1ccc2ncnc(Nc3cccc(Br)c3)c2c1. The reactants are CCN=C=NCCCN(C)C, Cl, Nc1ccc2ncnc(Nc3cccc(Br)c3)c2c1, CN(C)C=O, C=CC(=O)O. Reaction SMILES: [CH3:26][N:27]([CH3:28])[CH2:29][CH2:30][CH2:31][N:32]=[C:33]=[N:34][CH2:35][CH3:36].[ClH:25].[NH2:1][c:2]1[cH:3][c:4]2[c:5]([NH:12][c:13]3[cH:14][c:15]([Br:19])[cH:16][cH:17][cH:18]3)[n:6][cH:7][n:8][c:9]2[cH:10][cH:11]1.[O:37]=[CH:38][N:39]([CH3:40])[CH3:41].[OH:20][C:21](=[O:22])[CH:23]=[CH2:24]>>[NH:1]([c:2]1[cH:3][c:4]2[c:5]([NH:12][c:13]3[cH:14][c:15]([Br:19])[cH:16][cH:17][cH:18]3)[n:6][cH:7][n:8][c:9]2[cH:10][cH:11]1)[C:21](=[O:20])[CH:23]=[CH2:24].